Dataset: the Open Reaction Database (ORD), a public repository of structured organic reaction records. Task: describe an organic reaction: reactants, conditions, products, and yield The reactants are BrC=1N=CN(C1)CC1=CC2=C(N=C(S2)SC)C=C1 (6-((4-bromo-1H-imidazol-1-yl)methyl)-2-(methylthio)benzo[d]thiazole), ClC=1C=C(C(=O)OO)C=CC1 (3-chloroperoxybenzoic acid), C(=O)(O)[O-].[Na+] (NaHCO3). The solvent is C(Cl)Cl (CH2Cl2). Run at temperature 0 celsius, time 2 hour. The product is BrC=1N=CN(C1)CC1=CC2=C(N=C(S2)S(=O)C)C=C1 (6-((4-bromo-1H-imidazol-1-yl)methyl)-2-(methylsulfinyl)benzo[d]thiazole). Isolated yield 121.6%. Reaction SMILES: [Br:1][C:2]1[N:3]=[CH:4][N:5]([CH2:7][C:8]2[CH:18]=[CH:17][C:11]3[N:12]=[C:13]([S:15][CH3:16])[S:14][C:10]=3[CH:9]=2)[CH:6]=1.ClC1C=C(C=CC=1)C(OO)=[O:24].C([O-])(O)=O.[Na+]>C(Cl)Cl>[Br:1][C:2]1[N:3]=[CH:4][N:5]([CH2:7][C:8]2[CH:18]=[CH:17][C:11]3[N:12]=[C:13]([S:15]([CH3:16])=[O:24])[S:14][C:10]=3[CH:9]=2)[CH:6]=1 |f:2.3|. Reported procedure: To a stirred mixture of 6-((4-bromo-1H-imidazol-1-yl)methyl)-2-(methylthio)benzo[d]thiazole (105 mg, 0.3 mmol) from Step 5 of this Example in CH2Cl2 (15 mL) at 0° C. was added 70-75% 3-chloroperoxybenzoic acid (91 mg, 0.4 mmol). After the mixture was stirred at 0° C. for 2 h, saturated aq NaHCO3 (10 mL) was added. The mixture was stirred for 10 min and the CH2Cl2 layer was separated, dried over Na2SO4, filtered, and concentrated under reduced pressure to afford 6-((4-bromo-1H-imidazol-1-yl)methy... The reactants are O=C([O-])[O-], CN(C)C=O, CC(C)c1onc(-c2c(Cl)cccc2Cl)c1CCl, [Cs+], [Cs+], O, CCOC(=O)c1nc2ccc(-c3ccc(O)cc3)cc2cc1C. Yields the product CCOC(=O)c1nc2ccc(-c3ccc(OCc4c(-c5c(Cl)cccc5Cl)noc4C(C)C)cc3)cc2cc1C. Reaction SMILES: [C:1](=[O:2])([O-:3])[O-:4].[CH3:49][N:50]([CH3:51])[CH:52]=[O:53].[Cl:30][CH2:31][c:32]1[c:33](-[c:40]2[c:41]([Cl:47])[cH:42][cH:43][cH:44][c:45]2[Cl:46])[n:34][o:35][c:36]1[CH:37]([CH3:38])[CH3:39].[Cs+:5].[Cs+:6].[OH2:48].[OH:7][c:8]1[cH:9][cH:10][c:11](-[c:14]2[cH:15][c:16]3[cH:17][c:18]([CH3:29])[c:19]([C:24](=[O:25])[O:26][CH2:27][CH3:28])[n:20][c:21]3[cH:22][cH:23]2)[cH:12][cH:13]1>>[O:7]([c:8]1[cH:9][cH:10][c:11](-[c:14]2[cH:15][c:16]3[cH:17][c:18]([CH3:29])[c:19]([C:24](=[O:25])[O:26][CH2:27][CH3:28])[n:20][c:21]3[cH:22][cH:23]2)[cH:12][cH:13]1)[CH2:31][c:32]1[c:33](-[c:40]2[c:41]([Cl:47])[cH:42][cH:43][cH:44][c:45]2[Cl:46])[n:34][o:35][c:36]1[CH:37]([CH3:38])[CH3:39]. The reactants are CN(C(OC(C)(C)C)=O)C1=CC(=C(C=C1)OC1=NC=C(C=C1)NC(C1=CC=C(C=C1)C(F)(F)F)=O)C (tert-butyl methyl{3-methyl-4-[(5-{[4-(trifluoromethyl)benzoyl]amino}pyridin-2-yl)oxy]phenyl}carbamate), C(=O)(C(F)(F)F)O (TFA). Solvent: C(Cl)Cl (CH2Cl2). Reaction conditions: temperature 0 celsius, time 30 minute. Yields the product CC1=C(OC2=CC=C(C=N2)NC(C2=CC=C(C=C2)C(F)(F)F)=O)C=CC(=C1)NC (N-{6-[2-methyl-4-(methylamino)phenoxy]pyridin-3-yl}-4-(trifluoromethyl)benzamide). Isolated yield 91.6%. Reaction SMILES: [CH3:1][N:2]([C:10]1[CH:15]=[CH:14][C:13]([O:16][C:17]2[CH:22]=[CH:21][C:20]([NH:23][C:24](=[O:35])[C:25]3[CH:30]=[CH:29][C:28]([C:31]([F:34])([F:33])[F:32])=[CH:27][CH:26]=3)=[CH:19][N:18]=2)=[C:12]([CH3:36])[CH:11]=1)C(=O)OC(C)(C)C.C(O)(C(F)(F)F)=O>C(Cl)Cl>[CH3:36][C:12]1[CH:11]=[C:10]([NH:2][CH3:1])[CH:15]=[CH:14][C:13]=1[O:16][C:17]1[N:18]=[CH:19][C:20]([NH:23][C:24](=[O:35])[C:25]2[CH:26]=[CH:27][C:28]([C:31]([F:34])([F:32])[F:33])=[CH:29][CH:30]=2)=[CH:21][CH:22]=1. Procedure details: To a solution of tert-butyl methyl{3-methyl-4-[(5-{[4-(trifluoromethyl)benzoyl]amino}pyridin-2-yl)oxy]phenyl}carbamate (0.60 g) in CH2Cl2 (1 mL) was added TFA (3.32 mL) in three portion at 0° C. After stirring at 0° C. for 30 min, the mixture was evaporated under reduced pressure and the residue was dissolved in AcOEt. Ice cold 2 M NaOH (10 mL) was added, the mixture was extracted with AcOEt. The organic layer was washed with water and saturated aqueous NaCl, dried over anhydrous Na2SO4, and con... Reactants: [BH4-].[Li+] (lithium borohydride), ClC=1C=C(C=CC1Cl)C1CCN(CC1)C[C@@H](COC1=CC=CC=2OC(=CC21)C=2OC(=NN2)C(=O)OCC)O ((S)-3-(4-(3,4-Dichlorophenyl)piperidino)-1-(2-(5-ethoxycarbonyl-1,3,4-oxadiazol-2-yl)benzo(b)furan-4-yloxy)-2-propanol), ice water. Solvent: C1CCOC1 (THF). Yields the product ClC=1C=C(C=CC1Cl)C1CCN(CC1)C[C@@H](COC1=CC=CC=2OC(=CC21)C=2OC(=NN2)CO)O ((S)-3-(4-(3,4-dichlorophenyl)piperidino)-1-(2-(5-hydroxymethyl-1,3,4-oxadiazol-2-yl)benzo(b)furan-4-yloxy)-2-propanol). Isolated yield 99.8%. Reaction SMILES: [Cl:1][C:2]1[CH:3]=[C:4]([CH:9]2[CH2:14][CH2:13][N:12]([CH2:15][C@H:16]([OH:38])[CH2:17][O:18][C:19]3[C:27]4[CH:26]=[C:25]([C:28]5[O:29][C:30]([C:33](OCC)=[O:34])=[N:31][N:32]=5)[O:24][C:23]=4[CH:22]=[CH:21][CH:20]=3)[CH2:11][CH2:10]2)[CH:5]=[CH:6][C:7]=1[Cl:8].[BH4-].[Li+]>C1COCC1>[Cl:1][C:2]1[CH:3]=[C:4]([CH:9]2[CH2:10][CH2:11][N:12]([CH2:15][C@H:16]([OH:38])[CH2:17][O:18][C:19]3[C:27]4[CH:26]=[C:25]([C:28]5[O:29][C:30]([CH2:33][OH:34])=[N:31][N:32]=5)[O:24][C:23]=4[CH:22]=[CH:21][CH:20]=3)[CH2:13][CH2:14]2)[CH:5]=[CH:6][C:7]=1[Cl:8] |f:1.2|. Procedure details: (S)-3-(4-(3,4-Dichlorophenyl)piperidino)-1-(2-(5-ethoxycarbonyl-1,3,4-oxadiazol-2-yl)benzo(b)furan-4-yloxy)-2-propanol (1.3 g) obtained in Example 135 was dissolved in THF (20 ml) and lithium borohydride (60 mg) was added with stirring under ice-cooling. The mixture was stirred for 1 hr at room temperature, then poured into ice-water, and extracted with chloroform. The organic layer was dried over anhydrous sodium sulfate and concentrated under reduced pressure to give yellow crystals (1.2 g). T... Reactants: ClC1=CC=C(OC2=CC=C(C=C2)C2=C(OC(=CC2=O)C)C)C=C1 (3-(4-(4-chlorophenoxy)phenyl)-2,6-dimethylpyran-4-one), Cl.NO (hydroxylamine hydrochloride), C(C)(=O)[O-].[Na+] (sodium acetate). The solvent is O (water), C(C)O (ethanol), O (water). The product is ClC1=CC=C(OC2=CC=C(C=C2)C2=C(N(C(=CC2=O)C)O)C)C=C1 (3-(4-(4-Chlorophenoxy)phenyl)-1-hydroxy-2,6-dimethylpyridin-4-one). The yield is 19.1%. Reaction SMILES: [Cl:1][C:2]1[CH:23]=[CH:22][C:5]([O:6][C:7]2[CH:12]=[CH:11][C:10]([C:13]3[C:18](=[O:19])[CH:17]=[C:16]([CH3:20])O[C:14]=3[CH3:21])=[CH:9][CH:8]=2)=[CH:4][CH:3]=1.Cl.[NH2:25][OH:26].C([O-])(=O)C.[Na+]>C(O)C.O>[Cl:1][C:2]1[CH:23]=[CH:22][C:5]([O:6][C:7]2[CH:12]=[CH:11][C:10]([C:13]3[C:18](=[O:19])[CH:17]=[C:16]([CH3:20])[N:25]([OH:26])[C:14]=3[CH3:21])=[CH:9][CH:8]=2)=[CH:4][CH:3]=1 |f:1.2,3.4|. Procedure details: A mixture of 3-(4-(4-chlorophenoxy)phenyl)-2,6-dimethylpyran-4-one (1.0 g), hydroxylamine hydrochloride (1.06 g), sodium acetate (1.25 g) and water (5 ml) in ethanol (10 ml) was heated at reflux for 3 days. After cooling to rt the mixture was diluted with water (20 ml) and the precipitate filtered off and washed with ethyl acetate. Recrystallisation from DMF afforded the title compound (0.2 g), m.p. 232°-236°, NMR δH (d6-DMSO)7.5-7.4 (2H, d, a 8 Hz), 7.3-7.2 (2H, d, J 8 Hz), 7.15-7.0 (4H, m), 6.... Starting materials: C(C1=CC=CC=C1)NC1(CC(CCC1)NC(=O)C=1C=C2C(=NN(C2=CC1)C(C1=CC=CC=C1)(C1=CC=CC=C1)C1=CC=CC=C1)C1=CC(=NC=C1)C)CC1=C(C=CC=C1)F (N-(3-(benzylamino)-3-(2-fluorobenzyl)cyclohexyl)-3-(2-methylpyridin-4-yl)-1-trityl-1H-indazole-5-carboxamide). Reagents/catalysts: [Pd] (palladium on charcoal). The solvent is CO (MeOH). Reaction conditions: time 8 hour. Yields the product NC1(CC(CCC1)NC(=O)C=1C=C2C(=NN(C2=CC1)C(C1=CC=CC=C1)(C1=CC=CC=C1)C1=CC=CC=C1)C1=CC(=NC=C1)C)CC1=C(C=CC=C1)F (N-(3-amino-3-(2-fluorobenzyl)cyclohexyl)-3-(2-methylpyridin-4-yl)-1-trityl-1H-indazole-5-carboxamide). RXN SMILES: C([NH:8][C:9]1([CH2:53][C:54]2[CH:59]=[CH:58][CH:57]=[CH:56][C:55]=2[F:60])[CH2:14][CH2:13][CH2:12][CH:11]([NH:15][C:16]([C:18]2[CH:19]=[C:20]3[C:24](=[CH:25][CH:26]=2)[N:23]([C:27]([C:40]2[CH:45]=[CH:44][CH:43]=[CH:42][CH:41]=2)([C:34]2[CH:39]=[CH:38][CH:37]=[CH:36][CH:35]=2)[C:28]2[CH:33]=[CH:32][CH:31]=[CH:30][CH:29]=2)[N:22]=[C:21]3[C:46]2[CH:51]=[CH:50][N:49]=[C:48]([CH3:52])[CH:47]=2)=[O:17])[CH2:10]1)C1C=CC=CC=1>CO.[Pd]>[NH2:8][C:9]1([CH2:53][C:54]2[CH:59]=[CH:58][CH:57]=[CH:56][C:55]=2[F:60])[CH2:14][CH2:13][CH2:12][CH:11]([NH:15][C:16]([C:18]2[CH:19]=[C:20]3[C:24](=[CH:25][CH:26]=2)[N:23]([C:27]([C:28]2[CH:29]=[CH:30][CH:31]=[CH:32][CH:33]=2)([C:34]2[CH:39]=[CH:38][CH:37]=[CH:36][CH:35]=2)[C:40]2[CH:41]=[CH:42][CH:43]=[CH:44][CH:45]=2)[N:22]=[C:21]3[C:46]2[CH:51]=[CH:50][N:49]=[C:48]([CH3:52])[CH:47]=2)=[O:17])[CH2:10]1. Reported procedure: To a solution of N-(3-(benzylamino)-3-(2-fluorobenzyl)cyclohexyl)-3-(2-methylpyridin-4-yl)-1-trityl-1H-indazole-5-carboxamide in MeOH was added palladium on charcoal (10%). The reaction mixture was stirred under an atmosphere of H2 at room temperature for overnight. The product, N-(3-amino-3-(2-fluorobenzyl)cyclohexyl)-3-(2-methylpyridin-4-yl)-1-trityl-1H-indazole-5-carboxamide, was obtained after evaporation of solvent.